The task is: describe an organic reaction: reactants, conditions, products, and yield. This data is from the Open Reaction Database (ORD), a public repository of structured organic reaction records. The reactants are C1(CCCCC1)N1C(=CC2=C1N=C(N=C2)C#N)CC2=CC=C(C=C2)CO (7-cyclohexyl-6-(4-hydroxymethyl-benzyl)-7H-pyrrolo[2,3-d]pyrimidine-2-carbonitrile), C1(=CC=CC=C1)P(C1=CC=CC=C1)C1=CC=CC=C1 (triphenylphosphine), C(Br)(Br)(Br)Br (carbontetrabromide), crude product. The solvent is C(Cl)Cl (CH2Cl2). Reaction conditions: temperature 0 celsius, time 1 hour. The product is BrCC1=CC=C(CC2=CC3=C(N=C(N=C3)C#N)N2C2CCCCC2)C=C1 (6-(4-Bromomethyl-benzyl)-7-cyclohexyl-7H-pyrrolo[2,3-d]pyrimidine-2-carbonitrile). Isolated yield 73.9%. RXN SMILES: [CH:1]1([N:7]2[C:11]3[N:12]=[C:13]([C:16]#[N:17])[N:14]=[CH:15][C:10]=3[CH:9]=[C:8]2[CH2:18][C:19]2[CH:24]=[CH:23][C:22]([CH2:25]O)=[CH:21][CH:20]=2)[CH2:6][CH2:5][CH2:4][CH2:3][CH2:2]1.C1(P(C2C=CC=CC=2)C2C=CC=CC=2)C=CC=CC=1.C(Br)(Br)(Br)[Br:47]>C(Cl)Cl>[Br:47][CH2:25][C:22]1[CH:23]=[CH:24][C:19]([CH2:18][C:8]2[N:7]([CH:1]3[CH2:6][CH2:5][CH2:4][CH2:3][CH2:2]3)[C:11]3[N:12]=[C:13]([C:16]#[N:17])[N:14]=[CH:15][C:10]=3[CH:9]=2)=[CH:20][CH:21]=1. Procedure: To a solution of 7-cyclohexyl-6-(4-hydroxymethyl-benzyl)-7H-pyrrolo[2,3-d]pyrimidine-2-carbonitrile (0.43 mmol) in CH2Cl2 (5 ml), triphenylphosphine (0.47 mmol) and carbontetrabromide (0.47 mmol) are added at 0° C. under nitrogen. The reaction mixture is stirred at 0° C. for 1 h and at room temperature for 1 h. The crude product is applied to a column of silica gel, which is eluted with following solvents: n-hexane:AcOEt=10:1 (v/v), n-hexane:AcOEt=8:1 (v/v) and n-hexane:AcOEt=5:1 (v/v). The solv... The reactants are C(C1=CC=CC=C1)N1CC2CC(CC(C1)N2C)=O (3-benzyl-9-methyl-7-oxo-3,9-diazabicyclo[3.3.1]nonane), Cl.NO (hydroxylamine hydrochloride), N1=CC=CC=C1 (pyridine), C([O-])([O-])=O.[K+].[K+] (potassium carbonate). Run in C(C)O (ethanol), O (water). The product is C(C1=CC=CC=C1)N1CC2CC(CC(C1)N2C)=NO (3-benzyl-7-hydroxyimino-9-methyl-3,9-diazabicyclo[3.3. 1]nonane). The yield is 878.5%. RXN SMILES: [CH2:1]([N:8]1[CH2:15][CH:14]2[N:16]([CH3:17])[CH:10]([CH2:11][C:12](=O)[CH2:13]2)[CH2:9]1)[C:2]1[CH:7]=[CH:6][CH:5]=[CH:4][CH:3]=1.Cl.[NH2:20][OH:21].N1C=CC=CC=1.C(=O)([O-])[O-].[K+].[K+]>O.C(O)C>[CH2:1]([N:8]1[CH2:15][CH:14]2[N:16]([CH3:17])[CH:10]([CH2:11][C:12](=[N:20][OH:21])[CH2:13]2)[CH2:9]1)[C:2]1[CH:7]=[CH:6][CH:5]=[CH:4][CH:3]=1 |f:1.2,4.5.6|. Procedure: A mixture of 3-benzyl-9-methyl-7-oxo-3,9-diazabicyclo[3.3.1]nonane (9.33 g ), hydroxylamine hydrochloride (3.98 g ), pyridine (12.5 ml ) and ethanol was heated at reflux for 2 hrs. The reaction solution was cooled down to room temperature, potassium carbonate (15 g) and water (8 ml ) were added and the stirring was continued for a while. The resultant suspension was filtered through celite and the solvent was distilled off under reduced pressure. The resulting residue was mixed with chloroform (... Reactants: COC1=CC=C2CC/C(/C2=C1)=C\C#N ((E)-(6-methoxyindan-1-ylidene)acetonitrile), N.CO (ammonia methanol). The reagents and catalysts are [Co] (cobalt). Run in C(C)O (ethanol). Run at temperature 40 celsius, time 32 hour. The product is COC1=CC=C2CC/C(/C2=C1)=C\CN ((E)-2-(6-methoxyindan-1-ylidene)ethylamine). Isolated yield 85.6%. RXN SMILES: [CH3:1][O:2][C:3]1[CH:11]=[C:10]2[C:6]([CH2:7][CH2:8]/[C:9]/2=[CH:12]\[C:13]#[N:14])=[CH:5][CH:4]=1.N.CO>C(O)C.[Co]>[CH3:1][O:2][C:3]1[CH:11]=[C:10]2[C:6]([CH2:7][CH2:8]/[C:9]/2=[CH:12]\[CH2:13][NH2:14])=[CH:5][CH:4]=1 |f:1.2|. Reported procedure: To a solution of (E)-(6-methoxyindan-1-ylidene)acetonitrile (1.60 g, 8.64 mmol.) in ethanol (80 ml) were added a 2M ammonia/methanol solution (40 ml) and Raney cobalt (1.6 g). The reaction mixture was stirred, under hydrogen atmosphere (4 kgf/cm2) for 32 hours at 40° C. and for further 8 hours at 70° C. The Raney cobalt was filtered off, and then the solvent was distilled off. The residue was purified by means of a silica gel column chromatography (chloroform:methanol=9:1 to chloroform:methanol:... The reactants are CO, Cc1cccc(C2CC2)c1O, Cl, [K+], [OH-], Oc1cc(Cl)nnc1Cl, c1ccc2ncccc2c1. Product: Cc1cccc(C2CC2)c1Oc1nnc(Cl)cc1O. Reaction SMILES: [CH3:34][OH:35].[CH:10]1([c:13]2[c:14]([OH:20])[c:15]([CH3:19])[cH:16][cH:17][cH:18]2)[CH2:11][CH2:12]1.[ClH:33].[K+:32].[OH-:31].[OH:1][c:2]1[c:3]([Cl:9])[n:4][n:5][c:6]([Cl:8])[cH:7]1.[cH:21]1[cH:22][c:23]2[c:24]([n:25][cH:26][cH:27][cH:28]2)[cH:29][cH:30]1>>[OH:1][c:2]1[c:3]([O:20][c:14]2[c:13]([CH:10]3[CH2:11][CH2:12]3)[cH:18][cH:17][cH:16][c:15]2[CH3:19])[n:4][n:5][c:6]([Cl:8])[cH:7]1. Starting materials: ClC1=NC=C(C(=O)NC2=CC=C(C=C2)OC(F)(F)F)C=C1C1=CC=NN1C1OCCCC1 (6-chloro-5-(1-(tetrahydro-2H-pyran-2-yl)-1H-pyrazol-5-yl)-N-(4-(trifluoromethoxy)phenyl)nicotinamide), CC1(CNC1)O (3-methylazetidin-3-ol). Yields the product OC1(CN(C1)C1=NC=C(C(=O)NC2=CC=C(C=C2)OC(F)(F)F)C=C1C1=CC=NN1)C (6-(3-Hydroxy-3-methylazetidin-1-yl)-5-(1H-pyrazol-5-yl)-N-(4-(trifluoromethoxy)phenyl)nicotinamide). As a reaction SMILES: Cl[C:2]1[C:21]([C:22]2[N:26](C3CCCCO3)[N:25]=[CH:24][CH:23]=2)=[CH:20][C:5]([C:6]([NH:8][C:9]2[CH:14]=[CH:13][C:12]([O:15][C:16]([F:19])([F:18])[F:17])=[CH:11][CH:10]=2)=[O:7])=[CH:4][N:3]=1.[CH3:33][C:34]1([OH:38])[CH2:37][NH:36][CH2:35]1>>[OH:38][C:34]1([CH3:33])[CH2:37][N:36]([C:2]2[C:21]([C:22]3[NH:26][N:25]=[CH:24][CH:23]=3)=[CH:20][C:5]([C:6]([NH:8][C:9]3[CH:14]=[CH:13][C:12]([O:15][C:16]([F:19])([F:18])[F:17])=[CH:11][CH:10]=3)=[O:7])=[CH:4][N:3]=2)[CH2:35]1. Procedure details: The title compound was prepared in an analogous fashion to that described in Example 33 using 6-chloro-5-(1-(tetrahydro-2H-pyran-2-yl)-1H-pyrazol-5-yl)-N-(4-(trifluoromethoxy)phenyl)nicotinamide (Stage 32.1) and 3-methylazetidin-3-ol to afford an off-white powder. HPLC (Condition 4) tR=4.52 min, UPLC-MS (Condition 3) tR=0.88 min, m/z=434.2 [M+H]+; 1H-NMR (400 MHz, DMSO-d6) δ ppm 1.30 (s, 3H) 3.61 (s, 4H) 5.40 (s, 1H) 6.41 (s, 1H) 7.32 (d, J=8.60 Hz, 2H) 7.74-7.89 (m, 3H) 8.04 (d, J=2.35 Hz, 1H) ...